Dataset: the Open Reaction Database (ORD), a public repository of structured organic reaction records. Task: describe an organic reaction: reactants, conditions, products, and yield Starting materials: bridged ligand, [Cl-].[Cl-].[Cl-].[Cl-].[Zr+4] (zirconium tetrachloride), solid, 34A, vinyl, C1(C=CC=C1)C(CCC=C)(C)C1C2=CC=CC=C2C=2C=CC=CC12 (5-cyclopentadienyl-5-(9-fluorenyl)-1-hexene), metallocene. The reagents and catalysts are [H+].[H+].Cl[Pt-2](Cl)(Cl)(Cl)(Cl)Cl (hexachloroplatinic acid). The solvent is Cl[SiH](C)C (chlorodimethylsilane). Reaction conditions: time 8 hour. Product: [CH-]1C=CC=C1.[CH-]1C=CC=C1.[Zr+2] (zirconocene). RXN SMILES: [CH:1]1(C(C2C3C=CC=CC=3C3C2=CC=CC=3)(C)CCC=C)[CH:5]=[CH:4][CH:3]=[CH:2]1.[Cl-].[Cl-].[Cl-].[Cl-].[Zr+4:29]>Cl[SiH](C)C.[H+].[H+].Cl[Pt-2](Cl)(Cl)(Cl)(Cl)Cl>[CH-:1]1[CH:5]=[CH:4][CH:3]=[CH:2]1.[CH-:1]1[CH:5]=[CH:4][CH:3]=[CH:2]1.[Zr+2:29] |f:1.2.3.4.5,7.8.9,10.11.12|. Reported procedure: Then 1.61 g of the bridged ligand having a vinyl terminated branch, i.e. 5-cyclopentadienyl-5-(9-fluorenyl)-1-hexene, was dissolved in 10 mL of chlorodimethylsilane at room temperature. Then approximately 1 mL of hexachloroplatinic acid was added and a reaction mixture stirred overnight at room temperature. The solvent was then evaporated in a vacuum. A white solid was recovered which was concluded to be 1-chlorodimethyl-silyl-5-cyclopentadienyl-5-(9-fluorenyl)-hexane. A portion of this material... The reactants are NC=1C=CC(=C(C1)N1C(CCC1)=O)F (1-(5-amino-2-fluoro-phenyl)-pyrrolidin-2-one), ClC1=CC=C(C=O)C=C1 (4-chlorobenzaldehyde), C(C)(=O)O[BH-](OC(C)=O)OC(C)=O.[Na+] (sodium triacetoxyborohydride). Solvent: ClCCl (dichloromethane). The product is ClC1=CC=C(CNC=2C=CC(=C(C2)N2C(CCC2)=O)F)C=C1 (1-[5-(4-Chloro-benzylamino)-2-fluoro-phenyl]-pyrrolidin-2-one). Isolated yield 44.1%. As a reaction SMILES: [NH2:1][C:2]1[CH:3]=[CH:4][C:5]([F:14])=[C:6]([N:8]2[CH2:12][CH2:11][CH2:10][C:9]2=[O:13])[CH:7]=1.[Cl:15][C:16]1[CH:23]=[CH:22][C:19]([CH:20]=O)=[CH:18][CH:17]=1.C(O[BH-](OC(=O)C)OC(=O)C)(=O)C.[Na+]>ClCCl>[Cl:15][C:16]1[CH:23]=[CH:22][C:19]([CH2:20][NH:1][C:2]2[CH:3]=[CH:4][C:5]([F:14])=[C:6]([N:8]3[CH2:12][CH2:11][CH2:10][C:9]3=[O:13])[CH:7]=2)=[CH:18][CH:17]=1 |f:2.3|. Reported procedure: A solution of 1-(5-amino-2-fluoro-phenyl)-pyrrolidin-2-one (0.34 g, 1.8 mmol), 4-chlorobenzaldehyde (0.25 g, 1.8 mmol) and sodium triacetoxyborohydride (0.75 g 3.6 mmol) was stirred in dry dichloromethane (25 ml) overnight. The reaction was quenched with water (25 ml) and the dichloromethane layer separated, dried (magnesium sulphate) and concentrated in vacuo. The residue was purified by flash column chromatography (SiO2) eluting with ethyl acetate/dichloromethane (1:10) to afford the title com... RXN SMILES: [C:1]([O:2][C:3](=[O:4])[NH:8][CH:9]([C:10](=[O:11])[O:12][CH3:13])[CH2:14][S:15](=[O:16])(=[O:17])[CH2:18][c:19]1[n:20][cH:21][cH:22][n:23][cH:24]1)([CH3:5])([CH3:6])[CH3:7].[CH2:32]1[O:33][CH2:34][CH2:35][CH2:36]1.[ClH:25].[O:26]1[CH2:27][CH2:28][O:29][CH2:30][CH2:31]1>>[NH2:8][CH:9]([C:10](=[O:11])[O:12][CH3:13])[CH2:14][S:15](=[O:16])(=[O:17])[CH2:18][c:19]1[n:20][cH:21][cH:22][n:23][cH:24]1. The product is COC(=O)C(N)CS(=O)(=O)Cc1cnccn1. The reactants are COC(=O)C(CS(=O)(=O)Cc1cnccn1)NC(=O)OC(C)(C)C, C1CCOC1, Cl, C1COCCO1. Starting materials: OC(C(=O)O)C1=CC=C(C=C1)C(C)C (hydroxy(4-isopropylphenyl)acetic acid), BrC1=CC=C(C=C1)O (4-bromophenol). Solvent: CO (methanol). Product: BrC=1C=CC2=C(C(C(O2)=O)C2=CC=C(C=C2)C(C)C)C1 (5-Bromo-3-(4-isopropylphenyl)-1-benzofuran-2(3H)-one). The yield is 30.0%. Reaction SMILES: O[CH:2]([C:6]1[CH:11]=[CH:10][C:9]([CH:12]([CH3:14])[CH3:13])=[CH:8][CH:7]=1)[C:3]([OH:5])=[O:4].[Br:15][C:16]1[CH:21]=[CH:20][C:19](O)=[CH:18][CH:17]=1>CO>[Br:15][C:16]1[CH:17]=[CH:18][C:19]2[O:5][C:3](=[O:4])[CH:2]([C:6]3[CH:11]=[CH:10][C:9]([CH:12]([CH3:14])[CH3:13])=[CH:8][CH:7]=3)[C:20]=2[CH:21]=1. Procedure: Using hydroxy(4-isopropylphenyl)acetic acid synthesized in Reference Example 1 and 4-bromophenol, the title compound was synthesized in the same manner as in Reference Example 2. Yield 30%. Melting point: 157-158° C. (methanol). Yields the product CC1CN(S(C1)(=O)=O)C1=CC=C(C(=O)OCC)C=C1 (ethyl 4-(4-methyl-1,1-dioxo-1λ6-isothiazolidin-2-yl)benzoate). As a reaction SMILES: I[C:2]1[CH:12]=[CH:11][C:5]([C:6]([O:8][CH2:9][CH3:10])=[O:7])=[CH:4][CH:3]=1.[CH3:13][CH:14]1[CH2:18][S:17](=[O:20])(=[O:19])[NH:16][CH2:15]1.C(=O)([O-])[O-].[K+].[K+].CNCCNC>[Cu]I.O.C1(C)C=CC=CC=1>[CH3:13][CH:14]1[CH2:18][S:17](=[O:20])(=[O:19])[N:16]([C:2]2[CH:12]=[CH:11][C:5]([C:6]([O:8][CH2:9][CH3:10])=[O:7])=[CH:4][CH:3]=2)[CH2:15]1 |f:2.3.4|. Reagents/catalysts: [Cu]I (copper(I) iodide). Procedure details: To a mixture of ethyl 4-iodobenzoate (571 mg), 4-methylisothiazolidine 1,1-dioxide (280 mg) described in Preparation Example 9, potassium carbonate (572 mg) and copper(I) iodide (197 mg) were added toluene (6 mL) and N,N′-dimethylethylenediamine (230 μL), and the mixture was stirred with heating under reflux for 9 hr. The reaction mixture was cooled, water was added, and the mixture was extracted with ethyl acetate. The organic layer was washed with saturated brine, and the solvent was evaporate... Starting materials: CNCCNC (N,N′-dimethylethylenediamine), IC1=CC=C(C(=O)OCC)C=C1 (ethyl 4-iodobenzoate), CC1CNS(C1)(=O)=O (4-methylisothiazolidine 1,1-dioxide), C([O-])([O-])=O.[K+].[K+] (potassium carbonate). The solvent is C1(=CC=CC=C1)C (toluene), O (water). The reactants are CC1OC(CCC(C1)=O)C=1N(N=CC1[N+](=O)[O-])C (2-Methyl-7-(2-methyl-4-nitro-pyrazol-3-yl)oxepan-4-one), CN1N=CC(=C1C1OC(CC2(CC2)O1)CC)[N+](=O)[O-] (1-methyl-5-(5-ethyl-6,8-dioxaspiro[2.5]octan-7-yl)-4-nitro-pyrazole). Yields the product C(C)C1OC(CCC(C1)=O)C=1N(N=CC1[N+](=O)[O-])C (2-ethyl-7-(2-methyl-4-nitro-pyrazol-3-yl)oxepan-4-one). Reaction SMILES: CC1CC(=O)CCC(C2N(C)N=CC=2[N+]([O-])=O)O1.[CH3:19][N:20]1[C:24]([CH:25]2[O:32][C:29]3([CH2:31][CH2:30]3)[CH2:28][CH:27]([CH2:33][CH3:34])[O:26]2)=[C:23]([N+:35]([O-:37])=[O:36])[CH:22]=[N:21]1>>[CH2:31]([CH:29]1[CH2:28][C:27](=[O:26])[CH2:33][CH2:34][CH:25]([C:24]2[N:20]([CH3:19])[N:21]=[CH:22][C:23]=2[N+:35]([O-:37])=[O:36])[O:32]1)[CH3:30]. Procedure: Following the procedure for Intermediate 5 starting from 1-methyl-5-(5-ethyl-6,8-dioxaspiro[2.5]octan-7-yl)-4-nitro-pyrazole gave 2-ethyl-7-(2-methyl-4-nitro-pyrazol-3-yl)oxepan-4-one as a colourless solid (240 mg, 13% over two steps). 1H NMR (400 MHz, CDCl3) δ 8.04 (s, 1H), 5.67 (dd, J=11.0, 2.4 Hz, 1H), 4.02 (s, 3H), 3.94 (dd, J=10.2, 5.2 Hz, 1H), 3.04 (td, J=13.3, 3.3 Hz, 1H), 2.79-2.63 (m, 3H), 2.20-2.12 (m, 1H), 2.05-1.92 (m, 1H), 1.67-1.57 (m, 2H), 0.94 (t, J=7.4 Hz, 3H). Starting materials: Cl.NC1=NC=2C=CC=CC2C2=C1N=C(N2CCCCNS(=O)(=O)C2=CC(=CC=C2)[N+](=O)[O-])CCCC (N1-[4-(4-amino-2-butyl-1H-imidazo[4,5-c]quinolin-1-yl)butyl]-3-nitro-1-benzenesulfonamide hydrochloride). Reagents/catalysts: [Pd] (palladium on carbon). Solvent: CO (methanol). Reaction conditions: time 2 hour. Yields the product Cl.NC1=NC=2C=CC=CC2C2=C1N=C(N2CCCCNS(=O)(=O)C2=CC(=CC=C2)N)CCCC (N1-[4-(4-amino-2-butyl-1H-imidazo[4,5-c]quinolin-1-yl)butyl]-3-amino-1-benzenesulfonamide hydrochloride). Isolated yield 47.7%. RXN SMILES: [ClH:1].[NH2:2][C:3]1[C:12]2[N:13]=[C:14]([CH2:33][CH2:34][CH2:35][CH3:36])[N:15]([CH2:16][CH2:17][CH2:18][CH2:19][NH:20][S:21]([C:24]3[CH:29]=[CH:28][CH:27]=[C:26]([N+:30]([O-])=O)[CH:25]=3)(=[O:23])=[O:22])[C:11]=2[C:10]2[CH:9]=[CH:8][CH:7]=[CH:6][C:5]=2[N:4]=1>CO.[Pd]>[ClH:1].[NH2:2][C:3]1[C:12]2[N:13]=[C:14]([CH2:33][CH2:34][CH2:35][CH3:36])[N:15]([CH2:16][CH2:17][CH2:18][CH2:19][NH:20][S:21]([C:24]3[CH:29]=[CH:28][CH:27]=[C:26]([NH2:30])[CH:25]=3)(=[O:23])=[O:22])[C:11]=2[C:10]2[CH:9]=[CH:8][CH:7]=[CH:6][C:5]=2[N:4]=1 |f:0.1,4.5|. Reported procedure: A solution of N1-[4-(4-amino-2-butyl-1H-imidazo[4,5-c]quinolin-1-yl)butyl]-3-nitro-1-benzenesulfonamide hydrochloride (0.4 g) in methanol (250 ml) was charged with a catalytic amount of 10% palladium on carbon (0.085 g). The reaction was placed under an atmosphere of hydrogen (50 psi; 3.44×1 5 Pa) and shaken on a Parr apparatus for 2 hours. The reaction mixture was filtered and the solvent removed in vacuo. The solid product was recrystallized from 2-propanol to provide 0.18 g of N1-[4-(4-amino-... Reactants: ice, O1CC(C2=CC=CC=C12)=O (3-coumaranone), FC1=CC=C(C=C1)[Mg]Br (4-fluoro-phenyl magnesium bromide). Run in CCOCC (ether). Conditions: time 3.5 hour. Product: FC1=CC=C(C=C1)C=1OC2=C(C1)C=CC=C2 (4-fluorophenyl-benzofuran). RXN SMILES: [O:1]1[C:9]2[C:4](=[CH:5][CH:6]=[CH:7][CH:8]=2)[C:3](=O)[CH2:2]1.[F:11][C:12]1[CH:17]=[CH:16][C:15]([Mg]Br)=[CH:14][CH:13]=1>CCOCC>[F:11][C:12]1[CH:17]=[CH:16][C:15]([C:2]2[O:1][C:9]3[CH:8]=[CH:7][CH:6]=[CH:5][C:4]=3[CH:3]=2)=[CH:14][CH:13]=1. Procedure details: To an ice-cold solution of 3-coumaranone (10 mmol, 1.34 g) in ether (20 mL) was added 4-fluoro-phenyl magnesium bromide (2 M in ether, 20 mmol, 10 mL) and the reaction stirred for 3.5 hours. The reaction was quenched with H2O (10 mL), the pH was adjusted to 7 with sufficient 10% HCl and extracted with ether (3×10 mL). The ether extract was collected, dried, filtered, and evaporated to dryness. The residue was purified by silica gel chromatography (eluent:hexanes) to obtain 4-fluorophenyl-benzofu...